The task is: describe an organic reaction: reactants, conditions, products, and yield. This data is from the Open Reaction Database (ORD), a public repository of structured organic reaction records. The reactants are BrCC1CCCCN1Cc1ccccc1, [H-], [Na+], C1CCOC1, c1ccc(-c2c[nH]cn2)cc1. Product: c1ccc(CN2CCCCC2Cn2cnc(-c3ccccc3)c2)cc1. As a reaction SMILES: [Br:14][CH2:15][CH:16]1[N:17]([CH2:22][c:23]2[cH:24][cH:25][cH:26][cH:27][cH:28]2)[CH2:18][CH2:19][CH2:20][CH2:21]1.[H-:12].[Na+:13].[O:29]1[CH2:30][CH2:31][CH2:32][CH2:33]1.[c:1]1(-[c:7]2[n:8][cH:9][nH:10][cH:11]2)[cH:2][cH:3][cH:4][cH:5][cH:6]1>>[c:1]1(-[c:7]2[n:8][cH:9][n:10]([CH2:15][CH:16]3[N:17]([CH2:22][c:23]4[cH:24][cH:25][cH:26][cH:27][cH:28]4)[CH2:18][CH2:19][CH2:20][CH2:21]3)[cH:11]2)[cH:2][cH:3][cH:4][cH:5][cH:6]1. Reactants: C12(CC3CC(CC(C1)C3)C2)C(=O)OCCNS(=O)(=O)C(F)(F)F (N-[2-(adamantan-1-ylcarbonyloxy)ethyl]trifluoromethanesulfonamide), O (water), [Br-].C1(=CC=CC=C1)[S+](C1=CC=CC=C1)C1=CC=CC=C1 (triphenylsulfonium bromide), [OH-].[Na+] (NaOH). Run in C(Cl)(Cl)Cl (chloroform). Run at temperature 0 celsius, time 30 minute. Product: C12(CC3CC(CC(C1)C3)C2)C(=O)OCCNS(=O)(=O)C(F)(F)F.C2(=CC=CC=C2)[S+](C2=CC=CC=C2)C2=CC=CC=C2 (triphenylsulfonium N-[2-(adamantan-1-ylcarbonyloxy)ethyl]trifluoromethanesulfonamide). Isolated yield 92.4%. RXN SMILES: [C:1]12([C:11]([O:13][CH2:14][CH2:15][NH:16][S:17]([C:20]([F:23])([F:22])[F:21])(=[O:19])=[O:18])=[O:12])[CH2:10][CH:5]3[CH2:6][CH:7]([CH2:9][CH:3]([CH2:4]3)[CH2:2]1)[CH2:8]2.O.[OH-].[Na+].[Br-].[C:28]1([S+:34]([C:41]2[CH:46]=[CH:45][CH:44]=[CH:43][CH:42]=2)[C:35]2[CH:40]=[CH:39][CH:38]=[CH:37][CH:36]=2)[CH:33]=[CH:32][CH:31]=[CH:30][CH:29]=1>C(Cl)(Cl)Cl>[C:1]12([C:11]([O:13][CH2:14][CH2:15][NH:16][S:17]([C:20]([F:23])([F:21])[F:22])(=[O:19])=[O:18])=[O:12])[CH2:2][CH:3]3[CH2:4][CH:5]([CH2:6][CH:7]([CH2:9]3)[CH2:8]1)[CH2:10]2.[C:41]1([S+:34]([C:28]2[CH:29]=[CH:30][CH:31]=[CH:32][CH:33]=2)[C:35]2[CH:40]=[CH:39][CH:38]=[CH:37][CH:36]=2)[CH:42]=[CH:43][CH:44]=[CH:45][CH:46]=1 |f:2.3,4.5,7.8|. Procedure details: A 3 L reactor was charged with 240 g (0.63 mol) of the N-[2-(adamantan-1-ylcarbonyloxy)ethyl]trifluoromethanesulfonamide obtained in the above Synthesis Example 1, 800 mL of water and 800 mL of chloroform, and with the temperature inside the reactor maintained at 0° C., 240 g (0.68 mol) of an 11% NaOH solution was gradually added dropwise to the reactor, and the resulting mixture was then stirred for 30 minutes. Subsequently, 244 g (0.71 mol) of triphenylsulfonium bromide was added to the reacto... Starting materials: [OH-].[K+] (KOH), [OH-].[K+] (KOH), purine nucleoside, [C@@H]1(C[C@H](O)[C@@H](CO)O1)N1C(=O)NC(=O)C(C)=C1 (thymidine), purine nucleoside, [C@@H]1(C[C@H](O)[C@@H](CO)O1)N1C(=O)NC(=O)C(C)=C1 (thymidine), C(C)OC1=C2NC=NC2=NC=N1 (6-ethoxypurine), C(C)OC1=C2NC=NC2=NC=N1 (6-Ethoxypurine), F[C@H]1[C@@H](O[C@@H]([C@H]1O)CO)N1C(=O)NC(=O)C=C1 (1-(2-deoxy-2-fluoro-β-D-ribofuranosyl)uracil), [C@@H]1(C[C@H](O)[C@@H](CO)O1)N1C(=O)NC(=O)C(C)=C1 (thymidine), [N-]=[N+]=[N-].[K+] (potassium azide), purine nucleoside. Solvent: P(=O)([O-])([O-])[O-].[K+].[K+].[K+] (potassium phosphate). Run at temperature 37 celsius. Product: F[C@H]1[C@@H](O[C@@H]([C@H]1O)CO)N1C2=NC=NC(=C2N=C1)OCC (9-(2-Deoxy- 2-fluoro-β-D-ribofuranosyl)-6-ethoxy-9H-purine). As a reaction SMILES: [CH2:1]([O:3][C:4]1[N:12]=[CH:11][N:10]=[C:9]2[C:5]=1[NH:6][CH:7]=[N:8]2)[CH3:2].[F:13][C@@H:14]1[C@H:18]([OH:19])[C@@H:17]([CH2:20][OH:21])[O:16][C@H:15]1N1C=CC(=O)NC1=O.[N-]=[N+]=[N-].[K+].[OH-].[K+].[C@@H]1(N2C=C(C)C(=O)NC2=O)O[C@H](CO)[C@@H](O)C1>P([O-])([O-])([O-])=O.[K+].[K+].[K+]>[F:13][C@@H:14]1[C@H:18]([OH:19])[C@@H:17]([CH2:20][OH:21])[O:16][C@H:15]1[N:8]1[CH:7]=[N:6][C:5]2[C:9]1=[N:10][CH:11]=[N:12][C:4]=2[O:3][CH2:1][CH3:2] |f:2.3,4.5,7.8.9.10|. Procedure: 6-Ethoxypurine (Sigma Chemical Company; 0.2 g, 1.2 mmoles) and 1-(2-deoxy-2-fluoro-β-D-ribofuranosyl)uracil (0.4 g, 1.6 mmoles) which may be prepared according to J. F. Codington et al. (J. Org. Chem. 29:558, 1964) were suspended in 20 ml of 5 mM potassium phosphate buffer, pH 7.0, which contained 0.04% (w/v) potassium azide. The pH of the suspension was adjusted to 7.0 with KOH and thymidine phosphorylase (2,000 I.U.) and purine nucleoside phosphorylase (5,540 I.U.) (T. A. Krenitsky et al., Bio... The reactants are CSC(=C(C#N)C#N)SC (3,3-bis(methylthio)-2-cyanoacrylonitrile), CC(=O)C (acetone), C(C#C)OC(C(=C(SC)SC)C#N)=O (3,3-bis(methylthio)-2-cyanoacrylic acid propargyl ester), C(C#C)O (propargyl alcohol). Yields the product C(C#C)OC(C(=C1OC2=C(N1)C=CC=C2)C#N)=O (2-benzoxazolinylidene-cyanoacetic acid propargyl ester). As a reaction SMILES: CSC(SC)=[C:4]([C:7]#[N:8])[C:5]#N.[CH2:11]([O:14][C:15](=[O:24])[C:16]([C:22]#[N:23])=[C:17](SC)SC)[C:12]#[CH:13].[CH2:25](O)[C:26]#[CH:27].CC(C)=[O:31]>>[CH2:11]([O:14][C:15](=[O:24])[C:16]([C:22]#[N:23])=[C:17]1[NH:8][C:7]2[CH:25]=[CH:26][CH:27]=[CH:5][C:4]=2[O:31]1)[C:12]#[CH:13]. Procedure: The procedure described in Example 1 is repeated using, instead of 3,3-bis(methylthio)-2-cyanoacrylonitrile, an equivalent amount of 3,3-bis(methylthio)-2-cyanoacrylic acid propargyl ester in 100 ml. of propargyl alcohol and holding the mixture under reflux for 2 hours to obtain 2-benzoxazolinylidene-cyanoacetic acid propargyl ester of melting point 258°-259° C. (decomposition) (from acetone). Reactants: Cc1cnc(C)c(N2CCNCC2)n1, CC(C)S(=O)(=O)N1CC(C(=O)O)N(c2ccc(F)cc2F)C1=O. Yields the product Cc1cnc(C)c(N2CCN(C(=O)C3CN(S(=O)(=O)C(C)C)C(=O)N3c3ccc(F)cc3F)CC2)n1. RXN SMILES: [CH3:24][c:25]1[c:26]([N:32]2[CH2:33][CH2:34][NH:35][CH2:36][CH2:37]2)[n:27][c:28]([CH3:31])[cH:29][n:30]1.[F:1][c:2]1[c:3]([N:9]2[C:10](=[O:23])[N:11]([S:17](=[O:18])(=[O:19])[CH:20]([CH3:21])[CH3:22])[CH2:12][CH:13]2[C:14](=[O:15])[OH:16])[cH:4][cH:5][c:6]([F:8])[cH:7]1>>[F:1][c:2]1[c:3]([N:9]2[C:10](=[O:23])[N:11]([S:17](=[O:18])(=[O:19])[CH:20]([CH3:21])[CH3:22])[CH2:12][CH:13]2[C:14](=[O:16])[N:35]2[CH2:34][CH2:33][N:32]([c:26]3[c:25]([CH3:24])[n:30][cH:29][c:28]([CH3:31])[n:27]3)[CH2:37][CH2:36]2)[cH:4][cH:5][c:6]([F:8])[cH:7]1. The reactants are C(CC)(=O)C1=C(N2C(S1)=C(N=C2)C=2C=NC=CC2)CO[Si](CC)(CC)CC (2-propionyl-7-(pyridin-3-yl)triethylsilyloxymethylimidazo[5,1-b]thiazole), C(C)(=O)O[C@@H]1[C@@H](C(N1)=O)[C@@H](C)O[Si](C)(C)C(C)(C)C ((3S,4R)-4-acetoxy-3-[(1R)-1-tert-butyldimethylsilyloxyethyl]azetidin-2-one), C(CC(O)(C(=O)O)CC(=O)O)(=O)O (citric acid), C[Si](C)(C)[N-][Si](C)(C)C.[Li+] (lithium bistrimethylsilylamide), [Br-].[Li+] (lithium bromide). Run in O1CCCC1 (tetrahydrofuran), O1CCCC1 (tetrahydrofuran), O1CCCC1 (tetrahydrofuran), O1CCCC1 (tetrahydrofuran). Reaction conditions: temperature -78 celsius, time 1 hour. Yields the product [Si](C)(C)(C(C)(C)C)O[C@H](C)[C@H]1C(N[C@@H]1C(C(=O)C1=C(N2C(S1)=C(N=C2)C=2C=NC=CC2)CO[Si](CC)(CC)CC)C)=O ((3S,4R)-3-[(1R)-1-(tert-butyldimethylsilyloxy)ethyl]-4-[1-methyl-2-[7-(pyridin-3-yl)triethylsilyloxymethylimidazo[5,1-b]thiazol-2-yl]-2-oxoethyl]azetidin-2-one). Yield: 53.8%. As a reaction SMILES: C[Si]([N-][Si](C)(C)C)(C)C.[Li+].[Br-].[Li+].[C:13]([C:17]1[S:21][C:20]2=[C:22]([C:25]3[CH:26]=[N:27][CH:28]=[CH:29][CH:30]=3)[N:23]=[CH:24][N:19]2[C:18]=1[CH2:31][O:32][Si:33]([CH2:38][CH3:39])([CH2:36][CH3:37])[CH2:34][CH3:35])(=[O:16])[CH2:14][CH3:15].C(O[C@H:44]1[NH:47][C:46](=[O:48])[C@H:45]1[C@H:49]([O:51][Si:52]([C:55]([CH3:58])([CH3:57])[CH3:56])([CH3:54])[CH3:53])[CH3:50])(=O)C.C(O)(=O)CC(CC(O)=O)(C(O)=O)O>O1CCCC1>[Si:52]([O:51][C@@H:49]([C@@H:45]1[C@@H:44]([CH:14]([CH3:15])[C:13]([C:17]2[S:21][C:20]3=[C:22]([C:25]4[CH:26]=[N:27][CH:28]=[CH:29][CH:30]=4)[N:23]=[CH:24][N:19]3[C:18]=2[CH2:31][O:32][Si:33]([CH2:34][CH3:35])([CH2:38][CH3:39])[CH2:36][CH3:37])=[O:16])[NH:47][C:46]1=[O:48])[CH3:50])([C:55]([CH3:56])([CH3:57])[CH3:58])([CH3:53])[CH3:54] |f:0.1,2.3|. Procedure: A 1 M tetrahydrofuran solution (5.2 ml) of lithium bistrimethylsilylamide was added to a solution of 2.05 g of lithium bromide in 10 ml of tetrahydrofuran under an argon atmosphere, and the mixture was cooled to −78° C. A solution of 0.95 g of 2-propionyl-7-(pyridin-3-yl)triethylsilyloxymethylimidazo[5,1-b]thiazole in 4.7 ml of tetrahydrofuran was added thereto, and the mixture was stirred at that temperature for one hr. A solution of 0.81 g of (3S,4R)-4-acetoxy-3-[(1R)-1-tert-butyldimethylsilyl... Reactants: CCC(=O)c1c(O)c(CNC(C)=O)cc2c1CCCC2, CO, Cl. Yields the product CCC(=O)c1c(O)c(CN)cc2c1CCCC2, Cl. As a reaction SMILES: [C:1]([CH2:2][CH3:3])(=[O:4])[c:5]1[c:6]([OH:20])[c:7]([CH2:15][NH:16][C:17](=[O:18])[CH3:19])[cH:8][c:9]2[c:14]1[CH2:13][CH2:12][CH2:11][CH2:10]2.[CH3:22][OH:23].[ClH:21]>>[C:1]([CH2:2][CH3:3])(=[O:4])[c:5]1[c:6]([OH:20])[c:7]([CH2:15][NH2:16])[cH:8][c:9]2[c:14]1[CH2:13][CH2:12][CH2:11][CH2:10]2.[ClH:21]. Reactants: C(C)(=O)OCC (ethyl acetate), C1(=CC=CC=C1)P(C1=CC=CC=C1)C1=CC=CC=C1 (triphenylphosphine), C(Br)(Br)(Br)Br (carbon tetrabromide), OCC=1C=CC(=C(C1)NC(=O)C=1SC=CC1C)\C=C\C1=NNC2=CC=CC=C12 ((E)-N-{5-hydroxymethyl-2-[2-(1H-indazol-3-yl)vinyl]phenyl}-3-methylthiophene-2-carboxamide). Run in CN(C)C=O (DMF). Reaction conditions: time 1 hour. The product is N1N=C(C2=CC=CC=C12)/C=C/C1=C(C=C(C=C1)CBr)NC(=O)C=1SC=CC1C ((E)-N-{2-[2-(1H-indazol-3-yl)vinyl]-5-(bromomethyl)phenyl}-3-methylthiophene-2-carboxamide). RXN SMILES: O[CH2:2][C:3]1[CH:4]=[CH:5][C:6](/[CH:18]=[CH:19]/[C:20]2[C:28]3[C:23](=[CH:24][CH:25]=[CH:26][CH:27]=3)[NH:22][N:21]=2)=[C:7]([NH:9][C:10]([C:12]2[S:13][CH:14]=[CH:15][C:16]=2[CH3:17])=[O:11])[CH:8]=1.C1(P(C2C=CC=CC=2)C2C=CC=CC=2)C=CC=CC=1.C(Br)(Br)(Br)[Br:49].C(OCC)(=O)C>CN(C=O)C>[NH:22]1[C:23]2[C:28](=[CH:27][CH:26]=[CH:25][CH:24]=2)[C:20](/[CH:19]=[CH:18]/[C:6]2[CH:5]=[CH:4][C:3]([CH2:2][Br:49])=[CH:8][C:7]=2[NH:9][C:10]([C:12]2[S:13][CH:14]=[CH:15][C:16]=2[CH3:17])=[O:11])=[N:21]1. Reported procedure: Compound 108 (0.30 g, 0.77 mmol) was dissolved in DMF (12 mL) and the solution was added with triphenylphosphine (0.45 g, 1.5 mmol) and carbon tetrabromide (0.51 g, 1.5 mmol), followed by stirring at room temperature for 1 hour. After the reaction, the mixture was added with ethyl acetate and washed with saturated aqueous sodium hydrogencarbonate solution. The organic layer was concentrated under reduced pressure to obtain (E)-N-{2-[2-(1H-indazol-3-yl)vinyl]-5-(bromomethyl)phenyl}-3-methylthioph... Starting materials: O=C1CCC(=O)N1Br, O=C(OOC(=O)c1ccccc1)c1ccccc1, CCOP(=O)(OCC)Oc1ccc(C)cc1C(F)F, c1ccccc1. Yields the product CCOP(=O)(OCC)Oc1ccc(CBr)cc1C(F)F. RXN SMILES: [Br:20][N:21]1[C:22](=[O:23])[CH2:24][CH2:25][C:26]1=[O:27].[C:28]([O:29][O:30][C:31](=[O:32])[c:33]1[cH:34][cH:35][cH:36][cH:37][cH:38]1)(=[O:39])[c:40]1[cH:41][cH:42][cH:43][cH:44][cH:45]1.[P:1](=[O:2])([O:3][c:4]1[c:5]([CH:11]([F:12])[F:13])[cH:6][c:7]([CH3:10])[cH:8][cH:9]1)([O:14][CH2:15][CH3:16])[O:17][CH2:18][CH3:19].[cH:46]1[cH:47][cH:48][cH:49][cH:50][cH:51]1>>[P:1](=[O:2])([O:3][c:4]1[c:5]([CH:11]([F:12])[F:13])[cH:6][c:7]([CH2:10][Br:20])[cH:8][cH:9]1)([O:14][CH2:15][CH3:16])[O:17][CH2:18][CH3:19].